From a dataset of the Open Reaction Database (ORD), a public repository of structured organic reaction records. describe an organic reaction: reactants, conditions, products, and yield The reactants are C1CCOC1, CCO, CCOC(=O)C1(C(=O)Nc2ccc(F)cc2)CC1, [K+], [OH-]. The product is O=C(O)C1(C(=O)Nc2ccc(F)cc2)CC1. RXN SMILES: [CH2:24]1[O:25][CH2:26][CH2:27][CH2:28]1.[CH3:21][CH2:22][OH:23].[F:1][c:2]1[cH:3][cH:4][c:5]([NH:8][C:9](=[O:10])[C:11]2([C:14](=[O:15])[O:16][CH2:17][CH3:18])[CH2:12][CH2:13]2)[cH:6][cH:7]1.[K+:20].[OH-:19]>>[F:1][c:2]1[cH:3][cH:4][c:5]([NH:8][C:9](=[O:10])[C:11]2([C:14](=[O:15])[OH:16])[CH2:12][CH2:13]2)[cH:6][cH:7]1. Reactants: NC1=CC=C(CC2=NC=3N(C(N(C(C3N2)=O)CC2=C(C=CC=C2)F)=O)CCCC)C=C1 (8-(4-amino-benzyl)-3-butyl-1-(2-fluoro-benzyl)-3,7-dihydro-purine-2,6-dione), ClC1=C(C(=CC=C1)C)S(=O)(=O)Cl (2-chloro-6-methyl-benzenesulfonyl chloride). Product: C(CCC)N1C(N(C(C=2NC(=NC12)CC1=CC=C(C=C1)NS(=O)(=O)C1=C(C=CC=C1C)Cl)=O)CC1=C(C=CC=C1)F)=O (N-{4-[3-Butyl-1-(2-fluoro-benzyl)-2,6-dioxo-2,3,6,7-tetrahydro-1H-purin-8-ylmethyl]-phenyl}-2-chloro-6-methyl-benzenesulfonamide). As a reaction SMILES: [NH2:1][C:2]1[CH:31]=[CH:30][C:5]([CH2:6][C:7]2[NH:15][C:14]3[C:13](=[O:16])[N:12]([CH2:17][C:18]4[CH:23]=[CH:22][CH:21]=[CH:20][C:19]=4[F:24])[C:11](=[O:25])[N:10]([CH2:26][CH2:27][CH2:28][CH3:29])[C:9]=3[N:8]=2)=[CH:4][CH:3]=1.[Cl:32][C:33]1[CH:38]=[CH:37][CH:36]=[C:35]([CH3:39])[C:34]=1[S:40](Cl)(=[O:42])=[O:41]>>[CH2:26]([N:10]1[C:9]2[N:8]=[C:7]([CH2:6][C:5]3[CH:4]=[CH:3][C:2]([NH:1][S:40]([C:34]4[C:35]([CH3:39])=[CH:36][CH:37]=[CH:38][C:33]=4[Cl:32])(=[O:41])=[O:42])=[CH:31][CH:30]=3)[NH:15][C:14]=2[C:13](=[O:16])[N:12]([CH2:17][C:18]2[CH:23]=[CH:22][CH:21]=[CH:20][C:19]=2[F:24])[C:11]1=[O:25])[CH2:27][CH2:28][CH3:29]. Reported procedure: Prepared from 8-(4-amino-benzyl)-3-butyl-1-(2-fluoro-benzyl)-3,7-dihydro-purine-2,6-dione and 2-chloro-6-methyl-benzenesulfonyl chloride. Purity (ELSD, based on MW=610.1)=70%. Starting materials: C=CCc1c(O)c(C(C)=O)cc2c1CCCC2, C, CCO, [H][H], [Pd]. Product: CCCc1c(O)c(C(C)=O)cc2c1CCCC2. Reaction SMILES: [C:1]([CH3:2])(=[O:3])[c:4]1[c:5]([OH:17])[c:6]([CH2:14][CH:15]=[CH2:16])[c:7]2[c:12]([cH:13]1)[CH2:11][CH2:10][CH2:9][CH2:8]2.[C:20].[CH3:22][CH2:23][OH:24].[H:18][H:19].[Pd:21]>>[C:1]([CH3:2])(=[O:3])[c:4]1[c:5]([OH:17])[c:6]([CH2:14][CH2:15][CH3:16])[c:7]2[c:12]([cH:13]1)[CH2:11][CH2:10][CH2:9][CH2:8]2. Reactants: CC1=C(C=CC=C1)NC=1N=C(C2=C(N1)C=CS2)Cl (2-(2-Methylphenylamino)-4-chlorothieno[3,2-d]-pyrimidine), CNC1=CC=CC=C1 (N-methylaniline). Solvent: ClCCl (dichloromethane). Yields the product CC1=C(C=CC=C1)NC=1N=C(C2=C(N1)C=CS2)N(C)C2=CC=CC=C2 (2-(2-Methylphenylamino)-4-(N-methylphenylamino)thieno[3.2-d]pyrimidine). The yield is 40.1%. RXN SMILES: [CH3:1][C:2]1[CH:7]=[CH:6][CH:5]=[CH:4][C:3]=1[NH:8][C:9]1[N:10]=[C:11](Cl)[C:12]2[S:17][CH:16]=[CH:15][C:13]=2[N:14]=1.[CH3:19][NH:20][C:21]1[CH:26]=[CH:25][CH:24]=[CH:23][CH:22]=1>ClCCl>[CH3:1][C:2]1[CH:7]=[CH:6][CH:5]=[CH:4][C:3]=1[NH:8][C:9]1[N:10]=[C:11]([N:20]([C:21]2[CH:26]=[CH:25][CH:24]=[CH:23][CH:22]=2)[CH3:19])[C:12]2[S:17][CH:16]=[CH:15][C:13]=2[N:14]=1. Reported procedure: 2-(2-Methylphenylamino)-4-chlorothieno[3,2-d]-pyrimidine (1.5 g, 0.0054 mol) and N-methylaniline (1.16 g, 0.0054 mol) were heated in an oil bath at 140° for 2 hours. The reaction mixture was diluted with dichloromethane (100 ml) and washed with 2N hydrochloric acid (3×100 ml), then sodium carbonate solution. The dichloromethane extracts were dried over magnesium sulphate, filtered and evaporated to give a solid. Recrystallization from methanol gave the title compound, (0.75 g) m.p. 198°-200°.